From a dataset of the Open Reaction Database (ORD), a public repository of structured organic reaction records. describe an organic reaction: reactants, conditions, products, and yield Reactants: O=C1OC(CO)CN1c1ccc(OCc2ccccc2)c(F)c1, C1CCOC1, CO. The product is O=C1OC(CO)CN1c1ccc(O)c(F)c1. RXN SMILES: [CH2:1]([c:2]1[cH:3][cH:4][cH:5][cH:6][cH:7]1)[O:8][c:9]1[c:10]([F:23])[cH:11][c:12]([N:15]2[C:16](=[O:22])[O:17][CH:18]([CH2:20][OH:21])[CH2:19]2)[cH:13][cH:14]1.[CH2:24]1[O:25][CH2:26][CH2:27][CH2:28]1.[CH3:29][OH:30]>>[OH:8][c:9]1[c:10]([F:23])[cH:11][c:12]([N:15]2[C:16](=[O:22])[O:17][CH:18]([CH2:20][OH:21])[CH2:19]2)[cH:13][cH:14]1. Starting materials: Cl.Cl.C1(=CC=CC=C1)N1CCNNCC1 (hexahydro-5-phenyl-1H-1,2,5-triazepine dihydrochloride), FC1=C(C=CC=C1)[N+](=O)[O-] (1-fluoro-2-nitrobenzene), C(C)(C)N(C(C)C)CC (N,N-diisopropylethylamine). Solvent: CN(C=O)C (N,N-dimethylformamide). The product is [N+](=O)([O-])C1=C(C=CC=C1)N1NCCN(CC1)C1=CC=CC=C1 (hexahydro-1-(2-nitrophenyl)-5-phenyl-1H-1,2,5-triazepine). As a reaction SMILES: Cl.Cl.[C:3]1([N:9]2[CH2:15][CH2:14][NH:13][NH:12][CH2:11][CH2:10]2)[CH:8]=[CH:7][CH:6]=[CH:5][CH:4]=1.F[C:17]1[CH:22]=[CH:21][CH:20]=[CH:19][C:18]=1[N+:23]([O-:25])=[O:24].C(N(CC)C(C)C)(C)C>CN(C)C=O>[N+:23]([C:18]1[CH:19]=[CH:20][CH:21]=[CH:22][C:17]=1[N:13]1[CH2:14][CH2:15][N:9]([C:3]2[CH:4]=[CH:5][CH:6]=[CH:7][CH:8]=2)[CH2:10][CH2:11][NH:12]1)([O-:25])=[O:24] |f:0.1.2|. Procedure details: A mixture of hexahydro-5-phenyl-1H-1,2,5-triazepine dihydrochloride (15.0 g), 1-fluoro-2-nitrobenzene (9.48 ml), N,N-diisopropylethylamine (36.5 ml) in N,N-dimethylformamide (150 ml) was magnetically stirred and heated at 75°-80° for 5 hours under nitrogen. The solution was evaporated under oil pump vacuum and the residual syrup was mixed with chloroform and dilute sodium hydroxide. The aqueous phase was extracted once more with chloroform and the combined chloroform extracts were dried (MgSO4).... Starting materials: N1(C=NC=C1)C=1C=C(C=CC1)C=1OC2=C(C(C1O)=O)C=C(C=C2)NC(C)=O ((3-(imidazol-1-yl)-phenyl]-3-hydroxy-6-acetamido-4H-1-benzopyran-4-one). Solvent: C(Cl)(Cl)Cl.CO (Chloroform Methanol). Yields the product N1(C=NC=C1)C=1C=C(C=CC1)C=1OC2=C(C(C1OCC1=CC=CC=C1)=O)C=C(C=C2)NC(C)=O ((3-(imidazol-1-yl)-phenyl]-3-benzyloxy-6-acetamido-4H-1-benzopyran-4-one). Isolated yield 55.0%. As a reaction SMILES: [N:1]1([C:6]2[CH:7]=[C:8]([C:12]3[O:13][C:14]4[CH:23]=[CH:22][C:21]([NH:24][C:25](=[O:27])[CH3:26])=[CH:20][C:15]=4[C:16](=[O:19])[C:17]=3[OH:18])[CH:9]=[CH:10][CH:11]=2)[CH:5]=[CH:4][N:3]=[CH:2]1>C(Cl)(Cl)Cl.CO>[N:1]1([C:6]2[CH:7]=[C:8]([C:12]3[O:13][C:14]4[CH:23]=[CH:22][C:21]([NH:24][C:25](=[O:27])[CH3:26])=[CH:20][C:15]=4[C:16](=[O:19])[C:17]=3[O:18][CH2:12][C:8]3[CH:9]=[CH:10][CH:11]=[CH:6][CH:7]=3)[CH:9]=[CH:10][CH:11]=2)[CH:5]=[CH:4][N:3]=[CH:2]1 |f:1.2|. Procedure: Prepared analogously to Example 5.d, starting from 2-[(3-(imidazol-1-yl)-phenyl]-3-hydroxy-6-acetamido-4H-1-benzopyran-4-one. Yield: 55%; TLC (85/15 Chloroform/Methanol) Rf: 0.64; 1H-NMR (d6-DMSO): 10.28 (s broad, 1H), 8.44 (d, 1H), 8.23-8.16 (m, 2H), 8.04-7.9 (m, 2H), 7.85-7.65 (m, 4H), 7.27 (m, 4H), 7.14 (m, 1H), 5.17 (s, 2H), 2.12 (s, 3H). The reactants are C(C)N1N=C(C(=C1)C1=C2C(=NC=C1)NC=C2)C2=CC=C(N)C=C2 (4-[1-ethyl-4-(1H-pyrrolo[2,3-b]pyridin-4-yl)-1H-pyrazol-3-yl]aniline), C1=CSC(=C1)CC(=O)Cl (thiophene-2-acetyl chloride). Yields the product C(C)N1N=C(C(=C1)C1=C2C(=NC=C1)NC=C2)C2=CC=C(C=C2)NC(CC=2SC=CC2)=O (N-{4-[1-Ethyl-4-(1H-pyrrolo[2,3-b]pyridin-4-yl)-1H-pyrazol-3-yl]phenyl}-2-(2-thienyl)acetamide). Reaction SMILES: [CH2:1]([N:3]1[CH:7]=[C:6]([C:8]2[CH:13]=[CH:12][N:11]=[C:10]3[NH:14][CH:15]=[CH:16][C:9]=23)[C:5]([C:17]2[CH:23]=[CH:22][C:20]([NH2:21])=[CH:19][CH:18]=2)=[N:4]1)[CH3:2].[CH:24]1[CH:28]=[C:27]([CH2:29][C:30](Cl)=[O:31])[S:26][CH:25]=1>>[CH2:1]([N:3]1[CH:7]=[C:6]([C:8]2[CH:13]=[CH:12][N:11]=[C:10]3[NH:14][CH:15]=[CH:16][C:9]=23)[C:5]([C:17]2[CH:23]=[CH:22][C:20]([NH:21][C:30](=[O:31])[CH2:29][C:27]3[S:26][CH:25]=[CH:24][CH:28]=3)=[CH:19][CH:18]=2)=[N:4]1)[CH3:2]. Procedure: Following the procedure described in Example 1 with 4-[1-ethyl-4-(1H-pyrrolo[2,3-b]pyridin-4-yl)-1H-pyrazol-3-yl]aniline and thiophene-2-acetyl chloride provided the title compound. ESMS [M+H]+: 428.4 Reactants: C(C)OC(CC=1N=C(SC1C)N)=O ((2-amino-5-methyl-thiazol-4-yl)-acetic acid ethyl ester), CCN(C(C)C)C(C)C (DIPEA), C=1C=CC2=C(C1)N=NN2O (HOBT), C1CCC(CC1)N=C=NC2CCCCC2 (DCC), C1(CCCC1)CC(C(=O)O)C1=CC=C(C=C1)S(=O)(=O)C (3-cyclopentyl-2-(4-methanesulfonylphenyl)propionic acid). The solvent is CN(C)C=O (DMF), CN(C)C=O (DMF), C(Cl)Cl (methylene chloride). Run at time 2 hour. Yields the product C(C)OC(CC=1N=C(SC1C)NC(C(CC1CCCC1)C1=CC=C(C=C1)S(=O)(=O)C)=O)=O ({2-[3-cyclopentyl-2-(4-methanesulfonyl-phenyl)-propionylamino]-5-methyl-thiazol-4-yl}-acetic acid ethyl ester). Reaction SMILES: [CH:1]1([CH2:6][CH:7]([C:11]2[CH:16]=[CH:15][C:14]([S:17]([CH3:20])(=[O:19])=[O:18])=[CH:13][CH:12]=2)[C:8]([OH:10])=O)[CH2:5][CH2:4][CH2:3][CH2:2]1.C1C=CC2N(O)N=NC=2C=1.C1CCC(N=C=NC2CCCCC2)CC1.[CH2:46]([O:48][C:49](=[O:58])[CH2:50][C:51]1[N:52]=[C:53]([NH2:57])[S:54][C:55]=1[CH3:56])[CH3:47].CCN(C(C)C)C(C)C>CN(C=O)C.C(Cl)Cl>[CH2:46]([O:48][C:49](=[O:58])[CH2:50][C:51]1[N:52]=[C:53]([NH:57][C:8](=[O:10])[CH:7]([C:11]2[CH:16]=[CH:15][C:14]([S:17]([CH3:20])(=[O:19])=[O:18])=[CH:13][CH:12]=2)[CH2:6][CH:1]2[CH2:2][CH2:3][CH2:4][CH2:5]2)[S:54][C:55]=1[CH3:56])[CH3:47]. Procedure details: To a solution of 3-cyclopentyl-2-(4-methanesulfonylphenyl)propionic acid (200 mg, 0.67 mmol) in a mixture of dry methylene chloride (5 mL) and dry DMF (1 mL) were added HOBT (20 mg) and DCC (155 mg, 0.75 mmol), and the mixture was stirred at room temperature for 2 h. A solution of (2-amino-5-methyl-thiazol-4-yl)-acetic acid ethyl ester (220 mg, 0.78 mmol) and DIPEA (135 μl, 102 mg, 0.79 mmol) in dry DMF (1 mL) was added to the reaction mixture and stirring was continued for 18 h at room temperat... The product is BrCCCCOC=1C(=CC=C2C(=CC(NC12)=O)NC1=C(C=NC=C1Cl)Cl)OC (8-(4-Bromobutoxy)-4-(3,5-dichloropyridin-4-ylamino)-7-methoxyquinolin-2(1H)-one). Starting materials: ClC=1C=NC=C(C1NC1=CC(NC2=C(C(=CC=C12)OC)O)=O)Cl (4-(3,5-dichloropyridin-4-ylamino)-8-hydroxy-7-methoxyquinolin-2(1H)-one), BrCCCCBr (1,4-dibromobutane). As a reaction SMILES: [Cl:1][C:2]1[CH:3]=[N:4][CH:5]=[C:6]([Cl:23])[C:7]=1[NH:8][C:9]1[C:18]2[C:13](=[C:14]([OH:21])[C:15]([O:19][CH3:20])=[CH:16][CH:17]=2)[NH:12][C:11](=[O:22])[CH:10]=1.[Br:24][CH2:25][CH2:26][CH2:27][CH2:28]Br>>[Br:24][CH2:25][CH2:26][CH2:27][CH2:28][O:21][C:14]1[C:15]([O:19][CH3:20])=[CH:16][CH:17]=[C:18]2[C:13]=1[NH:12][C:11](=[O:22])[CH:10]=[C:9]2[NH:8][C:7]1[C:6]([Cl:23])=[CH:5][N:4]=[CH:3][C:2]=1[Cl:1]. Reported procedure: 8-(4-Bromobutoxy)-4-(3,5-dichloropyridin-4-ylamino)-7-methoxyquinolin-2(1H)-one was prepared from 4-(3,5-dichloropyridin-4-ylamino)-8-hydroxy-7-methoxyquinolin-2(1H)-one (Example 11, Step 1) and 1,4-dibromobutane following the procedure outlined in Example 11, Step 2. MS (ESI): 485.8. Starting materials: C(C)(C)(C)OC(=O)N1C=C(C2=CC=CC=C12)C(=O)OC (methyl 1-(tert-butoxycarbonyl)-1H-indole-3-carboxylate), [H-].C(C(C)C)[Al+]CC(C)C.C1(=CC=CC=C1)C (diisobutylaluminum hydride toluene), C(CC(O)(C(=O)O)CC(=O)O)(=O)O (citric acid). Run in O1CCCC1 (tetrahydrofuran). Run at time 2 hour. The product is C(C)(C)(C)OC(=O)N1C=C(C2=CC=CC=C12)CO (1-(tert-butoxycarbonyl)-3-hydroxymethyl-1H-indole). Isolated yield 102.4%. RXN SMILES: [C:1]([O:5][C:6]([N:8]1[C:16]2[C:11](=[CH:12][CH:13]=[CH:14][CH:15]=2)[C:10]([C:17](OC)=[O:18])=[CH:9]1)=[O:7])([CH3:4])([CH3:3])[CH3:2].[H-].C([Al+]CC(C)C)C(C)C.C1(C)C=CC=CC=1.C(O)(=O)CC(CC(O)=O)(C(O)=O)O>O1CCCC1>[C:1]([O:5][C:6]([N:8]1[C:16]2[C:11](=[CH:12][CH:13]=[CH:14][CH:15]=2)[C:10]([CH2:17][OH:18])=[CH:9]1)=[O:7])([CH3:4])([CH3:2])[CH3:3] |f:1.2.3|. Reported procedure: To a solution of methyl 1-(tert-butoxycarbonyl)-1H-indole-3-carboxylate (2.5 g, 9.08 mmol) in anhydrous tetrahydrofuran (40 ml) was added 1.5 M diisobutylaluminum hydride-toluene solution (14 ml, 21 mmol) under ice-cooling, and the mixture was stirred for 2 hrs. An aqueous citric acid solution was added, and the mixture was extracted with ethyl acetate. The extract was washed successively with aqueous sodium chloride solution, dried over magnesium sulfate and concentrated under reduced pressure ... The reactants are C, COc1cc(C=CC(=O)NC2CCC(C)CC2)ccc1OCCN1CCCCC1, CO, [Pd]. Product: COc1cc(CCC(=O)NC2CCC(C)CC2)ccc1OCCN1CCCCC1. As a reaction SMILES: [C:30].[CH3:1][CH:2]1[CH2:3][CH2:4][CH:5]([NH:8][C:9]([CH:10]=[CH:11][c:12]2[cH:13][c:14]([O:27][CH3:28])[c:15]([O:18][CH2:19][CH2:20][N:21]3[CH2:22][CH2:23][CH2:24][CH2:25][CH2:26]3)[cH:16][cH:17]2)=[O:29])[CH2:6][CH2:7]1.[CH3:32][OH:33].[Pd:31]>>[CH3:1][CH:2]1[CH2:3][CH2:4][CH:5]([NH:8][C:9]([CH2:10][CH2:11][c:12]2[cH:13][c:14]([O:27][CH3:28])[c:15]([O:18][CH2:19][CH2:20][N:21]3[CH2:22][CH2:23][CH2:24][CH2:25][CH2:26]3)[cH:16][cH:17]2)=[O:29])[CH2:6][CH2:7]1.